Dataset: the Open Reaction Database (ORD), a public repository of structured organic reaction records. Task: describe an organic reaction: reactants, conditions, products, and yield Starting materials: CN(CCN1N=NN=C1S)C (1-(2-dimethylaminoethyl)-5-mercapto-1,2,3,4-tetrazole), BrCC(=O)O (bromo acetic acid). Product: CN(CCN1N=NN=C1SCC(=O)O)C (2-{1-[2-(dimethylamino)ethyl]-1,2,3,4-tetraazol-5-ylthio}acetic acid). RXN SMILES: [CH3:1][N:2]([CH3:11])[CH2:3][CH2:4][N:5]1[C:9]([SH:10])=[N:8][N:7]=[N:6]1.Br[CH2:13][C:14]([OH:16])=[O:15]>>[CH3:1][N:2]([CH3:11])[CH2:3][CH2:4][N:5]1[C:9]([S:10][CH2:13][C:14]([OH:16])=[O:15])=[N:8][N:7]=[N:6]1. Procedure: 2-{1-[2-(dimethylamino)ethyl]-1,2,3,4-tetraazol-5-ylthio}acetic acid was prepared from commercially available 1-(2-dimethylaminoethyl)-5-mercapto-1,2,3,4-tetrazole and bromo acetic acid according to the procedures described in Russian J. Org. Chem. 2000, 761 Reactants: COC1=NOC(=C1)C(=O)O (3-Methoxyisoxazole-5-carboxylic acid), N[C@@H](C[C@@](C(=O)O)(C)COCC)CC1=CC=C(C=C1)C1=CC(=CC=C1)Cl ((2S,4R)-4-amino-5-(3′-chlorobiphenyl-4-yl)-2-ethoxymethyl-2-methylpentanoic acid). Product: ClC=1C=C(C=CC1)C1=CC=C(C=C1)C[C@H](C[C@@](C(=O)O)(C)COCC)NC(=O)C1=CC(=NO1)OC ((2S,4R)-5-(3′-Chlorobiphenyl-4-yl)-2-ethoxymethyl-4-[(3-methoxyisoxazole-5-carbonyl)amino]-2-methylpentanoic Acid). Reaction SMILES: [CH3:1][O:2][C:3]1[CH:7]=[C:6]([C:8]([OH:10])=O)[O:5][N:4]=1.[NH2:11][C@H:12]([CH2:23][C:24]1[CH:29]=[CH:28][C:27]([C:30]2[CH:35]=[CH:34][CH:33]=[C:32]([Cl:36])[CH:31]=2)=[CH:26][CH:25]=1)[CH2:13][C@:14]([CH2:19][O:20][CH2:21][CH3:22])([CH3:18])[C:15]([OH:17])=[O:16]>>[Cl:36][C:32]1[CH:31]=[C:30]([C:27]2[CH:26]=[CH:25][C:24]([CH2:23][C@@H:12]([NH:11][C:8]([C:6]3[O:5][N:4]=[C:3]([O:2][CH3:1])[CH:7]=3)=[O:10])[CH2:13][C@:14]([CH2:19][O:20][CH2:21][CH3:22])([CH3:18])[C:15]([OH:17])=[O:16])=[CH:29][CH:28]=2)[CH:35]=[CH:34][CH:33]=1. Procedure details: 3-Methoxyisoxazole-5-carboxylic acid and (2S,4R)-4-amino-5-(3′-chlorobiphenyl-4-yl)-2-ethoxymethyl-2-methylpentanoic acid were reacted as described herein to yield the title compound (2 mg). MS m/z [M+H]+ calc'd for C26H29ClN2O6, 501.17. found 501.2. The reactants are CCO, CC1=Nc2ccc([N+](=O)[O-])cc2C1(C)C, NN. The product is CC1=Nc2ccc(N)cc2C1(C)C. RXN SMILES: [CH3:18][CH2:19][OH:20].[N+:1]([O-:2])(=[O:3])[c:4]1[cH:5][c:6]2[c:10]([cH:11][cH:12]1)[N:9]=[C:8]([CH3:13])[C:7]2([CH3:14])[CH3:15].[NH2:16][NH2:17]>>[NH2:1][c:4]1[cH:5][c:6]2[c:10]([cH:11][cH:12]1)[N:9]=[C:8]([CH3:13])[C:7]2([CH3:14])[CH3:15]. The reactants are CC(=O)[O-], CCO, O=C(CC(=O)OCc1ccccc1)CC(F)(F)F, [NH4+]. The product is NC(=CC(=O)OCc1ccccc1)CC(F)(F)F. Reaction SMILES: [CH3:20][C:21](=[O:22])[O-:23].[CH3:24][CH2:25][OH:26].[F:1][C:2]([CH2:3][C:4]([CH2:5][C:6](=[O:7])[O:8][CH2:9][c:10]1[cH:11][cH:12][cH:13][cH:14][cH:15]1)=[O:16])([F:17])[F:18].[NH4+:19]>>[F:1][C:2]([CH2:3][C:4](=[CH:5][C:6](=[O:7])[O:8][CH2:9][c:10]1[cH:11][cH:12][cH:13][cH:14][cH:15]1)[NH2:19])([F:17])[F:18]. Reactants: BrC1=C(C(=O)[O-])C=CC=C1[N+](=O)[O-] (2-bromo-3-nitrobenzoate), C([O-])([O-])=O.[Na+].[Na+] (sodium carbonate), CI (methyl iodide), O (water). Run in CN(C)C=O (DMF), C(Cl)Cl (DCM). Reaction conditions: temperature 60 celsius. Yields the product BrC1=C(C(=O)OC)C=CC=C1[N+](=O)[O-] (methyl 2-bromo-3-nitrobenzoate). The yield is 126.2%. As a reaction SMILES: [Br:1][C:2]1[C:10]([N+:11]([O-:13])=[O:12])=[CH:9][CH:8]=[CH:7][C:3]=1[C:4]([O-:6])=[O:5].[C:14](=O)([O-])[O-].[Na+].[Na+].CI.O>CN(C=O)C.C(Cl)Cl>[Br:1][C:2]1[C:10]([N+:11]([O-:13])=[O:12])=[CH:9][CH:8]=[CH:7][C:3]=1[C:4]([O:6][CH3:14])=[O:5] |f:1.2.3|. Reported procedure: To a stirred solution of 2-bromo-3-nitrobenzoate (3 g, 12.19 mmol) in DMF (33 mL), sodium carbonate (5.16 g, 48.67 mmol) and methyl iodide (6.92 g, 48.67 mmol) were added. Resulting reaction mixture was heated at 60° C. for 4 h. On completion, water was added to the mixture and extraction carried out using DCM. The combined organic layers were dried and concentrated under reduced pressure to obtain crude methyl 2-bromo-3-nitrobenzoate (4 g, crude). Reactants: F[B-](F)(F)F, Cc1onc(-c2ccccc2)c1COc1ccc(C(=O)O)nc1, CN(C)N, CCN(C(C)C)C(C)C, CN(C)C=O, CN(C)C(On1nnc2ccccc21)=[N+](C)C. Product: Cc1onc(-c2ccccc2)c1COc1ccc(C(=O)NN(C)C)nc1. Reaction SMILES: [B-:24]([F:25])([F:26])([F:27])[F:28].[CH3:1][c:2]1[c:3]([CH2:13][O:14][c:15]2[cH:16][cH:17][c:18]([C:21](=[O:22])[OH:23])[n:19][cH:20]2)[c:4](-[c:7]2[cH:8][cH:9][cH:10][cH:11][cH:12]2)[n:5][o:6]1.[CH3:55][N:56]([NH2:57])[CH3:58].[CH:46]([N:47]([CH2:48][CH3:49])[CH:50]([CH3:51])[CH3:52])([CH3:53])[CH3:54].[O:59]=[CH:60][N:61]([CH3:62])[CH3:63].[n:29]1([O:30][C:31]([N:32]([CH3:33])[CH3:34])=[N+:35]([CH3:36])[CH3:37])[c:38]2[cH:39][cH:40][cH:41][cH:42][c:43]2[n:44][n:45]1>>[CH3:1][c:2]1[c:3]([CH2:13][O:14][c:15]2[cH:16][cH:17][c:18]([C:21](=[O:23])[NH:57][N:56]([CH3:55])[CH3:58])[n:19][cH:20]2)[c:4](-[c:7]2[cH:8][cH:9][cH:10][cH:11][cH:12]2)[n:5][o:6]1. Reactants: FC1=CC=C(C=C1)O (4-flurophenol), C1(=CC=CC=C1)P(C1=CC=CC=C1)C1=CC=CC=C1 (Triphenylphosphine), CCOC(=O)/N=N/C(=O)OCC (DEAD), COC=1C=C(C=CC1N1C=NC(=C1)C)C1=NOC2=C1CCCC2O (3-(3-methoxy-4-(4-methyl-1H-imidazol-1-yl)phenyl)-4,5,6,7-tetrahydrobenzo[d]isoxazol-7-ol). Run in C1CCOC1 (THF), CCOC(=O)C (EtOAc). Reaction conditions: temperature 50 celsius. The product is FC1=CC=C(OC2CCCC=3C(=NOC32)C3=CC(=C(C=C3)N3C=NC(=C3)C)OC)C=C1 (7-(4-Fluorophenoxy)-3-(3-methoxy-4-(4-methyl-1H-imidazol-1-yl)phenyl)-4,5,6,7-tetrahydrobenzo[d]isoxazole). The yield is 43.2%. Reaction SMILES: [CH3:1][O:2][C:3]1[CH:4]=[C:5]([C:15]2[C:19]3[CH2:20][CH2:21][CH2:22][CH:23]([OH:24])[C:18]=3[O:17][N:16]=2)[CH:6]=[CH:7][C:8]=1[N:9]1[CH:13]=[C:12]([CH3:14])[N:11]=[CH:10]1.[F:25][C:26]1[CH:31]=[CH:30][C:29](O)=[CH:28][CH:27]=1.C1(P(C2C=CC=CC=2)C2C=CC=CC=2)C=CC=CC=1.CCOC(/N=N/C(OCC)=O)=O>C1COCC1.CCOC(C)=O>[F:25][C:26]1[CH:31]=[CH:30][C:29]([O:24][CH:23]2[C:18]3[O:17][N:16]=[C:15]([C:5]4[CH:6]=[CH:7][C:8]([N:9]5[CH:13]=[C:12]([CH3:14])[N:11]=[CH:10]5)=[C:3]([O:2][CH3:1])[CH:4]=4)[C:19]=3[CH2:20][CH2:21][CH2:22]2)=[CH:28][CH:27]=1. Procedure details: To a mixture of 3-(3-methoxy-4-(4-methyl-1H-imidazol-1-yl)phenyl)-4,5,6,7-tetrahydrobenzo[d]isoxazol-7-ol (48 mg, 0.149 mmol) in THF (1.0 mL) was added 4-flurophenol (23 mg, 0.2 mmol), Ph3P (58 mg, 0.22 mmol) and DEAD (39 mg, 0.22 mmol). The reaction mixture was stirred over night at 50° C. The reaction mixture cooled, diluted with EtOAc, washed with water and brine, dried over MgSO4 and concentrated. The crude product was purified by preparative TLC using 5% MeOH in DCM as solvent to afford 27 ... Reactants: CCOC(=O)c1ccc(Cl)nn1, [H-], [Na+], CN(C)C=O, Cc1ncccc1O. Product: CCOC(=O)c1ccc(Oc2cccnc2C)nn1. As a reaction SMILES: [CH2:11]([CH3:12])[O:13][C:14](=[O:15])[c:16]1[n:17][n:18][c:19]([Cl:22])[cH:20][cH:21]1.[H-:1].[Na+:2].[O:23]=[CH:24][N:25]([CH3:26])[CH3:27].[OH:3][c:4]1[c:5]([CH3:10])[n:6][cH:7][cH:8][cH:9]1>>[O:3]([c:4]1[c:5]([CH3:10])[n:6][cH:7][cH:8][cH:9]1)[c:19]1[n:18][n:17][c:16]([C:14]([O:13][CH2:11][CH3:12])=[O:15])[cH:21][cH:20]1. Starting materials: C(C1=CC=CC=C1)N (benzylamine), C(C)(C)(C)OC(=O)N[C@H](COS(=O)(=O)C)C[C@@H](COS(=O)(=O)C)C ((2S,4S)-Methanesulfonic acid 2-tert-butoxycarbonylamino-5-methanesulfonyloxy-4-methyl-pentyl ester). The solvent is COCCOC (1,2-dimethoxyethane). Yields the product C(C)(C)(C)OC(N[C@@H]1CN(C[C@H](C1)C)CC1=CC=CC=C1)=O ((3S,5S)-(1-Benzyl-5-methyl-piperidin-3-yl)-carbamic acid tert-butyl ester). RXN SMILES: [CH2:1]([NH2:8])[C:2]1[CH:7]=[CH:6][CH:5]=[CH:4][CH:3]=1.[C:9]([O:13][C:14]([NH:16][C@@H:17]([CH2:24][C@H:25]([CH3:32])[CH2:26]OS(C)(=O)=O)[CH2:18]OS(C)(=O)=O)=[O:15])([CH3:12])([CH3:11])[CH3:10]>COCCOC>[C:9]([O:13][C:14](=[O:15])[NH:16][C@H:17]1[CH2:24][C@H:25]([CH3:32])[CH2:26][N:8]([CH2:1][C:2]2[CH:7]=[CH:6][CH:5]=[CH:4][CH:3]=2)[CH2:18]1)([CH3:10])([CH3:11])[CH3:12]. Reported procedure: A 50 L reactor is charged with 9.1 Kg of neat benzylamine. The reactor is brought to 55° C. and a solution of intermediate (6) (8.2 Kg) in 1,2-dimethoxyethane (DME) (14.1 Kg) is added to the reactor while maintaining a temperature of 60° C.±5° C. After complete addition of this solution, the reaction is stirred at 60° C.±5° C. for several hours and monitored for completion by TLC or HPLC. The reaction is cooled to ambient temperature and volatiles (DME) are removed by rotary evaporation under va...